From a dataset of the Open Reaction Database (ORD), a public repository of structured organic reaction records. describe an organic reaction: reactants, conditions, products, and yield The reactants are C(C)(=O)OCC=1CS[C@H]2N(C1C(=O)O)C(C2NC2=NC=CN2CC=C)=O (3-acetoxymethyl-7-(3-allylimidazol-2-yl)aminoceph-3-em-4-carboxylic acid), SC=1SC=NN1 (2-mercapto-1,3,4-thiadiazole), B(F)(F)F.CCOCC (boron trifluoride etherate). Solvent: C(C)#N (acetonitrile). Product: C(C=C)N1C(=NC=C1)NC1[C@@H]2N(C(=C(CS2)CSC=2SC=NN2)C(=O)O)C1=O (7-(3-allylimidazol-2-yl)amino-3-(1,3,4-thiadiazol-2-yl)thiomethylceph-3-em-4-carboxylic acid). Isolated yield 11.4%. Reaction SMILES: C(O[CH2:5][C:6]1[CH2:7][S:8][C@@H:9]2[CH:16]([NH:17][C:18]3[N:22]([CH2:23][CH:24]=[CH2:25])[CH:21]=[CH:20][N:19]=3)[C:15](=[O:26])[N:10]2[C:11]=1[C:12]([OH:14])=[O:13])(=O)C.[SH:27][C:28]1[S:29][CH:30]=[N:31][N:32]=1.B(F)(F)F.CCOCC>C(#N)C>[CH2:23]([N:22]1[CH:21]=[CH:20][N:19]=[C:18]1[NH:17][CH:16]1[C:15](=[O:26])[N:10]2[C:11]([C:12]([OH:14])=[O:13])=[C:6]([CH2:5][S:27][C:28]3[S:29][CH:30]=[N:31][N:32]=3)[CH2:7][S:8][C@H:9]12)[CH:24]=[CH2:25] |f:2.3|. Reported procedure: To a suspension of 3-acetoxymethyl-7-(3-allylimidazol-2-yl)aminoceph-3-em-4-carboxylic acid (0.038 g.) and 2-mercapto-1,3,4-thiadiazole (0.012 g.) in acetonitrile (0.2 ml.) was added boron trifluoride etherate (48% w/w, 32 μl) and the mixture heated at 60° for 2.5 hours. The solvent was evaporated and the residue dissolved in water/MeOH/HOAc 70:30:1 v/v/v (2 ml.). The solution was decanted from the residual tar and then purified by HPLC using water/MeOH/HOAc 70:30:1 then 60:40:1 v/v/v as eluants... Reactants: CC1=NN(C(C2=CC=CC=C12)=O)CCOC1=CC=C(C=C1)C=C1C(NC(S1)=O)=O (5-[4-[2-[4-Methyl-1-oxo-1,2-dihydro-phthalazin-2-yl]ethoxy]phenyl methylene]thiazolidin-2,4-dione), [H][H] (hydrogen). Reagents/catalysts: [Pd] (palladium on charcoal). Run in O1CCOCC1 (1,4-dioxane). Yields the product CC1=NN(C(C2=CC=CC=C12)=O)CCOC1=CC=C(C=C1)CC1C(NC(S1)=O)=O (5-[4-[2-[4-Methyl-1-oxo-1,2-dihydro-phthalazin-2-yl]ethoxy]phenyl methyl] thiazolidin-2,4-dione). Yield: 79.9%. As a reaction SMILES: [CH3:1][C:2]1[C:11]2[C:6](=[CH:7][CH:8]=[CH:9][CH:10]=2)[C:5](=[O:12])[N:4]([CH2:13][CH2:14][O:15][C:16]2[CH:21]=[CH:20][C:19]([CH:22]=[C:23]3[S:27][C:26](=[O:28])[NH:25][C:24]3=[O:29])=[CH:18][CH:17]=2)[N:3]=1.[H][H]>O1CCOCC1.[Pd]>[CH3:1][C:2]1[C:11]2[C:6](=[CH:7][CH:8]=[CH:9][CH:10]=2)[C:5](=[O:12])[N:4]([CH2:13][CH2:14][O:15][C:16]2[CH:21]=[CH:20][C:19]([CH2:22][CH:23]3[S:27][C:26](=[O:28])[NH:25][C:24]3=[O:29])=[CH:18][CH:17]=2)[N:3]=1. Procedure: ##STR41## A solution of 5-[4-[2-[4-methyl-1-oxo-1,2-dihydro-phthalazin-2-yl]ethoxy]phenyl methylene] thiazolidin-2,4-dione (9.0 g, 22.0 mmoles) obtained in example 1, in 1,4-dioxane (500 mL) was reduced with hydrogen in the presence of 10% palladium on charcoal (22.5 g) at 60 psi for 48 h. The mixture was filtered through a bed of celite. The filtrate was evaporated to dryness under reduced pressure. The crude compound was recrystallised using CH2Cl2 /pet. ether to afford the title compound (7.2... As a reaction SMILES: [CH3:1][O:2][C:3]([CH:5]1[CH2:14][C:13]2[N:12]=[C:11]([C:15]([F:18])([F:17])[F:16])[CH:10]=[CH:9][C:8]=2[C:7](=[O:19])[CH2:6]1)=[O:4].BrC(Cl)(Cl)Cl.N12CCCN=C1CCCCC2.CCCCCC>C(Cl)Cl.C(OCC)(=O)C>[CH3:1][O:2][C:3]([C:5]1[CH:14]=[C:13]2[C:8]([CH:9]=[CH:10][C:11]([C:15]([F:18])([F:16])[F:17])=[N:12]2)=[C:7]([OH:19])[CH:6]=1)=[O:4]. Reactants: CCCCCC (hexane), COC(=O)C1CC(C=2C=CC(=NC2C1)C(F)(F)F)=O (5-Oxo-2-trifluoromethyl-5,6,7,8-tetrahydro-quinoline-7-carboxylic acid methyl ester), BrC(Cl)(Cl)Cl (bromotrichloromethane), N12CCCCCC2=NCCC1 (1,8-diazabicyclo[5.4.0]undec-7-ene). Isolated yield 95.0%. The solvent is C(C)(=O)OCC (ethyl acetate), C(C)(=O)OCC (ethyl acetate), C(Cl)Cl (methylene chloride), C(Cl)Cl (methylene chloride). Procedure: A solution of 5-Oxo-2-trifluoromethyl-5,6,7,8-tetrahydro-quinoline-7-carboxylic acid methyl ester (50.0 g, 183.01 mmol) is dissolved in methylene chloride (500 ml) and treated drop wise with a solution of bromotrichloromethane (54.43 g, 274.51 mmol) and 1,8-diazabicyclo[5.4.0]undec-7-ene (DBU, 55.72 g, 366.02 mmol) in methylene chloride (100 ml) at 0-5° C. After the addition is complete, the reaction mixture is allowed to warm to room temperature and stirred for 1 hr where TLC analysis (4:1 hexa... The product is COC(=O)C1=CC(=C2C=CC(=NC2=C1)C(F)(F)F)O (5-Hydroxy-2-trifluoromethyl-quinoline-7-carboxylic acid methyl ester). The reactants are C(C)(C)(C)OC(=O)NCC1=CC=C(C(=O)NNC(=O)C2=CC(=C(OCC(=O)OC(C)(C)C)C=C2)OCC(=O)OC(C)(C)C)C=C1 (t-butyl 4-[3-(4-t-butoxycarbonylaminomethylbenzoyl)carbazoyl]-2-(t-butoxycarbonylmethoxy)phenoxyacetate), C(=O)(C(F)(F)F)O (TFA). Run in O (water). Reaction conditions: time 2 hour. Yields the product FC(C(=O)O)(F)F.NCC1=CC=C(C(=O)NNC(=O)C2=CC(=C(OCC(=O)O)C=C2)OCC(=O)O)C=C1 (4-[3-(4-Aminomethylbenzoyl)carbazoyl]-2-(carboxymethoxy)phenoxyacetic acid, trifluoroacetate salt). RXN SMILES: C(OC([NH:8][CH2:9][C:10]1[CH:45]=[CH:44][C:13]([C:14]([NH:16][NH:17][C:18]([C:20]2[CH:34]=[CH:33][C:23]([O:24][CH2:25][C:26]([O:28]C(C)(C)C)=[O:27])=[C:22]([O:35][CH2:36][C:37]([O:39]C(C)(C)C)=[O:38])[CH:21]=2)=[O:19])=[O:15])=[CH:12][CH:11]=1)=O)(C)(C)C.[C:46]([OH:52])([C:48]([F:51])([F:50])[F:49])=[O:47]>O>[F:49][C:48]([F:51])([F:50])[C:46]([OH:52])=[O:47].[NH2:8][CH2:9][C:10]1[CH:11]=[CH:12][C:13]([C:14]([NH:16][NH:17][C:18]([C:20]2[CH:34]=[CH:33][C:23]([O:24][CH2:25][C:26]([OH:28])=[O:27])=[C:22]([O:35][CH2:36][C:37]([OH:39])=[O:38])[CH:21]=2)=[O:19])=[O:15])=[CH:44][CH:45]=1 |f:3.4|. Procedure details: A solution of t-butyl 4-[3-(4-t-butoxycarbonylaminomethylbenzoyl)carbazoyl]-2-(t-butoxycarbonylmethoxy)phenoxyacetate (100 mg) in a mixture of TFA (9 ml) and water (1 ml) was stored at ambient temperature for 2 hours. The reaction mixture was evaporated to near dryness and excess dry ether was added. The solvents were again removed in vacuo. The solid product was triturated with dry ether, collected and dissolved in 50% aqueous acetic acid (10 ml) with gentle warming. The solution was diluted wi... Reactants: CCOCC, C=Cc1cc(OC)ccc1CO, O, BrP(Br)Br. Product: C=Cc1cc(OC)ccc1CBr. Reaction SMILES: [CH3:18][CH2:19][O:20][CH2:21][CH3:22].[CH3:1][O:2][c:3]1[cH:4][c:5]([CH:11]=[CH2:12])[c:6]([CH2:9][OH:10])[cH:7][cH:8]1.[OH2:17].[P:13]([Br:14])([Br:15])[Br:16]>>[CH3:1][O:2][c:3]1[cH:4][c:5]([CH:11]=[CH2:12])[c:6]([CH2:9][Br:14])[cH:7][cH:8]1. Starting materials: CN(C)C=O, OCC1CCCC1, Fc1cc2nc(-c3cccnc3Cl)n(CC3CCCCC3)c2cc1F, [H-], [Na+]. The product is Fc1cc2nc(-c3cccnc3OCC3CCCC3)n(CC3CCCCC3)c2cc1F. Reaction SMILES: [CH3:35][N:36]([CH3:37])[CH:38]=[O:39].[CH:3]1([CH2:8][OH:9])[CH2:4][CH2:5][CH2:6][CH2:7]1.[Cl:10][c:11]1[n:12][cH:13][cH:14][cH:15][c:16]1-[c:17]1[n:18][c:19]2[c:20]([n:21]1[CH2:22][CH:23]1[CH2:24][CH2:25][CH2:26][CH2:27][CH2:28]1)[cH:29][c:30]([F:34])[c:31]([F:33])[cH:32]2.[H-:1].[Na+:2]>>[CH:3]1([CH2:8][O:9][c:11]2[n:12][cH:13][cH:14][cH:15][c:16]2-[c:17]2[n:18][c:19]3[c:20]([n:21]2[CH2:22][CH:23]2[CH2:24][CH2:25][CH2:26][CH2:27][CH2:28]2)[cH:29][c:30]([F:34])[c:31]([F:33])[cH:32]3)[CH2:4][CH2:5][CH2:6][CH2:7]1. The reactants are C([O-])([O-])=O.[K+].[K+] (potassium carbonate), OC1=C(N(C=N1)CC1=CC=C(C=C1)NC(=O)C1=CC=CC2=CC=CC=C12)C(=O)N (5-hydroxy-3-{4-[(naphthalene-1-carbonyl)amino]benzyl}-3H-imidazole-4-carboxamide), CI (methyl iodide). The solvent is [Cl-].[Na+].O (brine), CN(C)C=O (DMF). Run at time 1 hour. The product is COC1=C(N(C=N1)CC1=CC=C(C=C1)NC(=O)C1=CC=CC2=CC=CC=C12)C(=O)N (5-methoxy-3-{4-[(naphthalene-1-carbonyl)amino]benzyl}-3H imidazole-4-carboxamide). The yield is 34.8%. As a reaction SMILES: [OH:1][C:2]1[N:6]=[CH:5][N:4]([CH2:7][C:8]2[CH:13]=[CH:12][C:11]([NH:14][C:15]([C:17]3[C:26]4[C:21](=[CH:22][CH:23]=[CH:24][CH:25]=4)[CH:20]=[CH:19][CH:18]=3)=[O:16])=[CH:10][CH:9]=2)[C:3]=1[C:27]([NH2:29])=[O:28].[C:30](=O)([O-])[O-].[K+].[K+].CI>CN(C=O)C.[Cl-].[Na+].O>[CH3:30][O:1][C:2]1[N:6]=[CH:5][N:4]([CH2:7][C:8]2[CH:13]=[CH:12][C:11]([NH:14][C:15]([C:17]3[C:26]4[C:21](=[CH:22][CH:23]=[CH:24][CH:25]=4)[CH:20]=[CH:19][CH:18]=3)=[O:16])=[CH:10][CH:9]=2)[C:3]=1[C:27]([NH2:29])=[O:28] |f:1.2.3,6.7.8|. Procedure: 200 mg (0.517 mmol) of 5-hydroxy-3-{4-[(naphthalene-1-carbonyl)amino]benzyl}-3H-imidazole-4-carboxamide are dissolved in 5 ml of dry DMF in a round-bottomed flask under argon. 285 mg (2.07 mmol; 4 eq.) of potassium carbonate are then added. After one hour at room temperature, 440 mg (3.1 mmol; 6 eq.) of methyl iodide are added. After stirring for 24 hours at room temperature, the reaction medium is poured into brine and a precipitate appears. After stirring for 20 minutes, the precipitate is fil...